This data is from the Open Reaction Database (ORD), a public repository of structured organic reaction records. The task is: describe an organic reaction: reactants, conditions, products, and yield Reactants: CC1(OC(C(O1)=CC(=O)Cl)=O)C ((2,2-dimethyl-5-oxo-[1,3]dioxolan-4-ylidene)-acetyl chloride), ClC=1C=C(C=CC1Cl)CCCNOC (N-[3-(3,4-dichlorophenyl)-propyl]-O-methyl-hydroxylamine), compound 1-A. Product: ClC=1C=C(C=CC1Cl)CCCN(C(C=C1OC(OC1=O)(C)C)=O)OC (N-[3-(3,4-Dichloro-phenyl)-propyl]-2-(2,2-dimethyl-5-oxo-[1,3]dioxolan-4-ylidene)-N-methoxy-acetamide). Isolated yield 95.0%. RXN SMILES: [CH3:1][C:2]1([CH3:12])[O:6][C:5](=[CH:7][C:8](Cl)=[O:9])[C:4](=[O:11])[O:3]1.[Cl:13][C:14]1[CH:15]=[C:16]([CH2:21][CH2:22][CH2:23][NH:24][O:25][CH3:26])[CH:17]=[CH:18][C:19]=1[Cl:20]>>[Cl:13][C:14]1[CH:15]=[C:16]([CH2:21][CH2:22][CH2:23][N:24]([O:25][CH3:26])[C:8](=[O:9])[CH:7]=[C:5]2[C:4](=[O:11])[O:3][C:2]([CH3:12])([CH3:1])[O:6]2)[CH:17]=[CH:18][C:19]=1[Cl:20]. Procedure: Reaction of (2,2-dimethyl-5-oxo-[1,3]dioxolan-4-ylidene)-acetyl chloride with N-[3-(3,4-dichlorophenyl)-propyl]-O-methyl-hydroxylamine as described in the preparation of compound 1-A gave the title amide as white crystals (95% yield): mp 105-106° C. (ethyl acetate-hexane). 1HNMR 400 MHz (CDCl3) δ (ppm): 1.91 (6H, s, CH3), 2.13 (2H, m, CH2), 2.77 (2H, t, J=7.9 Hz, CH2), 3.86 (2H, t, J=7.0 Hz, NCH2), 3.88 (3H, s, OCH3), 6.54 (1H, broad s, CH), 7.2 (H, broad dd, aromatic), 7.44 (1H, broad d, J=2 Hz...